This data is from the Open Reaction Database (ORD), a public repository of structured organic reaction records. The task is: describe an organic reaction: reactants, conditions, products, and yield Starting materials: C(C1=CC=CC=C1)SCC1(OC2=C(C1)C=CC=C2)C(=O)OCC (ethyl 2-benzylthiomethyl-2,3-dihydrobenzofuran-2-carboxylate), [OH-].[K+] (potassium hydroxide), Cl (HCl). Run in C(C)O (ethanol), C(C)O (ethanol). Run at time 3 hour. Product: C(C1=CC=CC=C1)SCC1(OC2=C(C1)C=CC=C2)C(=O)O (2-Benzylthiomethyl-2,3-dihydrobenzofuran-2-carboxylic acid). The yield is 84.8%. As a reaction SMILES: [CH2:1]([S:8][CH2:9][C:10]1([C:19]([O:21]CC)=[O:20])[CH2:14][C:13]2[CH:15]=[CH:16][CH:17]=[CH:18][C:12]=2[O:11]1)[C:2]1[CH:7]=[CH:6][CH:5]=[CH:4][CH:3]=1.[OH-].[K+].Cl>C(O)C>[CH2:1]([S:8][CH2:9][C:10]1([C:19]([OH:21])=[O:20])[CH2:14][C:13]2[CH:15]=[CH:16][CH:17]=[CH:18][C:12]=2[O:11]1)[C:2]1[CH:7]=[CH:6][CH:5]=[CH:4][CH:3]=1 |f:1.2|. Procedure: A solution of ethyl 2-benzylthiomethyl-2,3-dihydrobenzofuran-2-carboxylate (2.70 g, 8.53 mmol) in ethanol (100 ml) was added with a solution of 1M potassium hydroxide. (42.6 ml). The mixture was refluxed under stirring for 3 h, after that was neutralized with 1M HCl and ethanol was evaporated off under reduced pressure. The resulting crude was suspended in water (30 ml) and extracted with ethyl acetate (4×30 ml). The organic phase was dried and the solvent was evaporated off under reduced pressu... Starting materials: CCN=C=NCCCN(C)C, CN(C)C=O, Cl, C1CCOC1, O=C1CCC(=O)N1O, O=C(O)CC(O)(CC(=O)O)C(=O)O, O=C(O)c1cc2ccccc2[nH]1. Yields the product OCc1cc2ccccc2[nH]1. Reaction SMILES: [CH2:22]([N:23]=[C:24]=[N:25][CH2:26][CH2:27][CH2:28][N:29]([CH3:30])[CH3:31])[CH3:32].[CH3:51][N:52]([CH3:53])[CH:54]=[O:55].[ClH:21].[O:46]1[CH2:47][CH2:48][CH2:49][CH2:50]1.[OH:13][N:14]1[C:15](=[O:16])[CH2:17][CH2:18][C:19]1=[O:20].[OH:33][C:34]([CH2:35][C:36]([C:37](=[O:38])[OH:39])([CH2:40][C:41](=[O:42])[OH:43])[OH:44])=[O:45].[nH:1]1[c:2]([C:10](=[O:11])[OH:12])[cH:3][c:4]2[cH:5][cH:6][cH:7][cH:8][c:9]12>>[nH:1]1[c:2]([CH2:10][OH:11])[cH:3][c:4]2[cH:5][cH:6][cH:7][cH:8][c:9]12. Starting materials: CC1=C(C=CC=C1C)[N+](=O)[O-] (2,3-dimethylnitrobenzene), nitroso, CN(C)N (unsymmetrical dimethylhydrazine), CC1=C(C=CC=C1C)NO (2,3-dimethylphenylhydroxylamine), ferric chloride. Product: CN(N=[N+](C1=C(C(=CC=C1)C)C)[O-])C (3,3-dimethyl-1-(2,3-dimethylphenyl)triazene-1-oxide). RXN SMILES: [CH3:1][C:2]1[C:7]([CH3:8])=[CH:6][CH:5]=[CH:4][C:3]=1[N+:9]([O-:11])=O.CC1C(C)=CC=CC=1NO.[CH3:22][N:23]([NH2:25])[CH3:24]>>[CH3:22][N:23]([CH3:24])[N:25]=[N+:9]([O-:11])[C:3]1[CH:4]=[CH:5][CH:6]=[C:7]([CH3:8])[C:2]=1[CH3:1]. Procedure: Similarly 12.1 g. of 2,3-dimethylnitrobenzene was hydrogenated to 2,3-dimethylphenylhydroxylamine, which was oxidized with ferric chloride to the nitroso compound. This compound was treated with unsymmetrical dimethylhydrazine to yield 3,3-dimethyl-1-(2,3-dimethylphenyl)triazene-1-oxide. The reactants are COC(=O)C(C#N)=C1C(=O)Nc2cc(Cl)ccc21, N#C[K]. The product is COC(=O)C(C#N)C1(C#N)C(=O)Nc2cc(Cl)ccc21. Reaction SMILES: [Cl:1][c:2]1[cH:3][cH:4][c:5]2[c:9]([cH:10]1)[NH:8][C:7](=[O:11])[C:6]2=[C:12]([C:13](=[O:14])[O:15][CH3:16])[C:17]#[N:18].[K:19][C:20]#[N:21]>>[Cl:1][c:2]1[cH:3][cH:4][c:5]2[c:9]([cH:10]1)[NH:8][C:7](=[O:11])[C:6]2([CH:12]([C:13](=[O:14])[O:15][CH3:16])[C:17]#[N:18])[C:20]#[N:21]. Reactants: BrC=1C=C(C=CC1)C=1C=CC(NN1)=O (6-(3-bromophenyl)-3(2H)-pyridazinone), C=O (paraformaldehyde), S(=O)(Cl)Cl (thionyl chloride). Run in C1=CC=CC=C1 (benzene). Product: BrC=1C=C(C=CC1)C=1C=CC(N(N1)CCl)=O (6-(3-Bromophenyl)-2-chloromethyl-3(2H)-pyridazinone). Reaction SMILES: [Br:1][C:2]1[CH:3]=[C:4]([C:8]2[CH:9]=[CH:10][C:11](=O)[NH:12][N:13]=2)[CH:5]=[CH:6][CH:7]=1.[CH2:15]=[O:16].S(Cl)([Cl:19])=O>C1C=CC=CC=1>[Br:1][C:2]1[CH:3]=[C:4]([C:8]2[CH:9]=[CH:10][C:15](=[O:16])[N:12]([CH2:11][Cl:19])[N:13]=2)[CH:5]=[CH:6][CH:7]=1. Procedure: To 50 ml of dry benzene were added 2.51 g of 6-(3-bromophenyl)-3(2H)-pyridazinone, 0.45 g of paraformaldehyde and 1 ml of thionyl chloride, after which the mixture was heated under reflux for 1 hour. The mixture was then cooled and filtered, and the filtrate was evaporated to dryness under reduced pressure, to give 3.11 g of crude crystals of the desired Compound No. 5. These were recrystallised from a 4:1 by volume mixture of hexane and benzene, to give 2.0 g of pure Compound No. 5, in the form... Reactants: [H-].[H-].[H-].[H-].[Li+].[Al+3] (LiAlH4), [OH-].[Na+] (sodium hydroxide), OC1CCN(CC12CCCNC2=O)C (11-hydroxy-8-methyl-2,8-diaza-spiro[5.5]undecan-1-one), [H][H] (hydrogen). Solvent: O1CCCC1 (tetrahydrofuran), O (water), O1CCCC1 (tetrahydrofuran). The product is CN1CC2(C(CC1)O)CNCCC2 (2-methyl-2,8-diaza-spiro[5.5]undecan-5-ol). As a reaction SMILES: [OH:1][CH:2]1[C:7]2([C:12](=O)[NH:11][CH2:10][CH2:9][CH2:8]2)[CH2:6][N:5]([CH3:14])[CH2:4][CH2:3]1.[H-].[H-].[H-].[H-].[Li+].[Al+3].[H][H].[OH-].[Na+]>O1CCCC1.O>[CH3:14][N:5]1[CH2:4][CH2:3][CH:2]([OH:1])[C:7]2([CH2:8][CH2:9][CH2:10][NH:11][CH2:12]2)[CH2:6]1 |f:1.2.3.4.5.6,8.9|. Procedure: Of the 11-hydroxy-8-methyl-2,8-diaza-spiro[5.5]undecan-1-one obtained, 2 g are taken up in 20 ml of absolute tetrahydrofuran; this solution is added dropwise, with stirring, to 1 g of LiAlH4 in 50 ml of absolute tetrahydrofuran. The temperature rises to 36° C., while hydrogen is given off in copious amounts. After another 3 hours at ambient temperature the mixture is refluxed for 10 hours. The reaction is stopped by the addition of 2 ml of water and 2 ml 1N aqueous sodium hydroxide solution whil... Starting materials: C1(CC1)N1C(COC2(C1)CCN(CC2)C(C(=O)O)C2=CC=C(C=C2)C2=CC=C1C=CC=NC1=C2)=O (2-(4-cyclopropyl-3-oxo-1-oxa-4,9-diazaspiro[5.5]undecan-9-yl)-2-(4-(quinolin-7-yl)phenyl)acetic acid), Cl.CN(CCCN=C=NCC)C (N-(3-dimethylaminopropyl)-N′-ethylcarbodiimide hydrochloride), Cl.CN(CCCN=C=NCC)C (N-(3-dimethylaminopropyl)-N′-ethylcarbodiimide hydrochloride), CN (methanamine), CN (methanamine). Reagents/catalysts: CN(C1=CC=NC=C1)C (4-(dimethylamino)pyridine). The solvent is ClCCl (dichloromethane). Reaction conditions: time 10 minute. Yields the product C1(CC1)N1C(COC2(C1)CCN(CC2)C(C(=O)NC)C2=CC=C(C=C2)C2=CC=C1C=CC=NC1=C2)=O (2-(4-cyclopropyl-3-oxo-1-oxa-4,9-diazaspiro[5.5]undecan-9-yl)-N-methyl-2-(4-(quinolin-7-yl)phenyl)acetamide). Yield: 26.0%. Reaction SMILES: [CH:1]1([N:4]2[CH2:9][C:8]3([CH2:14][CH2:13][N:12]([CH:15]([C:19]4[CH:24]=[CH:23][C:22]([C:25]5[CH:34]=[C:33]6[C:28]([CH:29]=[CH:30][CH:31]=[N:32]6)=[CH:27][CH:26]=5)=[CH:21][CH:20]=4)[C:16]([OH:18])=O)[CH2:11][CH2:10]3)[O:7][CH2:6][C:5]2=[O:35])[CH2:3][CH2:2]1.Cl.[CH3:37][N:38](C)CCCN=C=NCC.CN>ClCCl.CN(C)C1C=CN=CC=1>[CH:1]1([N:4]2[CH2:9][C:8]3([CH2:14][CH2:13][N:12]([CH:15]([C:19]4[CH:20]=[CH:21][C:22]([C:25]5[CH:34]=[C:33]6[C:28]([CH:29]=[CH:30][CH:31]=[N:32]6)=[CH:27][CH:26]=5)=[CH:23][CH:24]=4)[C:16]([NH:38][CH3:37])=[O:18])[CH2:11][CH2:10]3)[O:7][CH2:6][C:5]2=[O:35])[CH2:3][CH2:2]1 |f:1.2|. Procedure details: A solution of 2-(4-cyclopropyl-3-oxo-1-oxa-4,9-diazaspiro[5.5]undecan-9-yl)-2-(4-(quinolin-7-yl)phenyl)acetic acid (0.191 mmol) in dichloromethane (2 mL) was treated with N-(3-dimethylaminopropyl)-N′-ethylcarbodiimide hydrochloride (0.286 mmol) and 4-(dimethylamino)pyridine (0.763 mmol) at room temperature. After stirring for 10 minutes, this mixture was treated with methanamine (2M in THF) (0.400 mmol). The reaction vessel was sealed and the reaction was allowed to stir at room temperature for ...